describe an organic reaction: reactants, conditions, products, and yield From a dataset of the Open Reaction Database (ORD), a public repository of structured organic reaction records. Procedure details: A mixture of 25 g. (0.165 mole) of the known compound (p-chlorophenyl)acetonitrile and 77 ml. of methyl acrylate in 80 ml. of t-butyl alcohol is heated to reflux. The heat is removed and 25 ml. of 40% methanolic Triton B in 37 ml. of t-butyl alcohol quickly added. After about 4 hours of heating at reflux the mixture is allowed to cool and taken up in water and benzene. The organic layer is washed successively with 2.5 N hydrochloric acid, water and brine and then evaporated to dryness. The resid... The reactants are known compound, ClC1=CC=C(C=C1)CC#N ((p-chlorophenyl)acetonitrile), C(C=C)(=O)OC (methyl acrylate). Solvent: C(C)(C)(C)O (t-butyl alcohol). Product: COC(CCC(CCC(=O)OC)(C1=CC=C(C=C1)Cl)C#N)=O (dimethyl-4-cyano-4-(4-chlorophenyl)pimelate). Isolated yield 71.4%. Reaction SMILES: [Cl:1][C:2]1[CH:7]=[CH:6][C:5]([CH2:8][C:9]#[N:10])=[CH:4][CH:3]=1.[C:11]([O:15][CH3:16])(=[O:14])[CH:12]=[CH2:13]>C(O)(C)(C)C>[CH3:16][O:15][C:11](=[O:14])[CH2:12][CH2:13][C:8]([C:9]#[N:10])([C:5]1[CH:6]=[CH:7][C:2]([Cl:1])=[CH:3][CH:4]=1)[CH2:13][CH2:12][C:11]([O:15][CH3:16])=[O:14]. Starting materials: CCOc1cccc(CNC)c1OCC, CCCc1c(CNC)ccc2ccccc12, Cl, O=C(O)C=Cc1cnc2c(c1)CN(CCN1CCOCC1)C(=O)N2. Yields the product CCOc1cccc(CN(C)C(=O)C=Cc2cnc3c(c2)CN(CCN2CCOCC2)C(=O)N3)c1OCC, Cl. Reaction SMILES: [CH2:1]([CH3:2])[O:3][c:4]1[c:5]([CH2:6][NH:7][CH3:8])[cH:9][cH:10][cH:11][c:12]1[O:13][CH2:14][CH3:15].[CH3:16][NH:17][CH2:18][c:19]1[cH:20][cH:21][c:22]2[c:23]([cH:24][cH:25][cH:26][cH:27]2)[c:28]1[CH2:29][CH2:30][CH3:31].[ClH:32].[O:33]1[CH2:34][CH2:35][N:36]([CH2:39][CH2:40][N:41]2[C:42](=[O:56])[NH:43][c:44]3[c:45]([cH:47][c:48]([CH:51]=[CH:52][C:53](=[O:54])[OH:55])[cH:49][n:50]3)[CH2:46]2)[CH2:37][CH2:38]1>>[CH2:1]([CH3:2])[O:3][c:4]1[c:5]([CH2:6][N:7]([CH3:8])[C:53]([CH:52]=[CH:51][c:48]2[cH:47][c:45]3[c:44]([n:50][cH:49]2)[NH:43][C:42](=[O:56])[N:41]([CH2:40][CH2:39][N:36]2[CH2:35][CH2:34][O:33][CH2:38][CH2:37]2)[CH2:46]3)=[O:55])[cH:9][cH:10][cH:11][c:12]1[O:13][CH2:14][CH3:15].[ClH:32]. The reactants are C(C(=O)Cl)(=O)Cl (Oxalyl chloride), C1=CC=CC=2C(C3=C(C=CC21)C=CC=C3)=CC(=O)O ((5H dibenzo[a,d]cyclohepten-5-ylidene)acetic acid), ester. Solvent: C1=CC=CC=C1 (benzene). The product is COC(C=C1C2=C(C=CC3=C1C=CC=C3)C=CC=C2)=O (Methyl(5H-dibenzo[a,d]cyclohepten-5-ylidene)acetate). As a reaction SMILES: [C:1](Cl)(=O)C(Cl)=O.[CH:7]1[C:17]2[CH:16]=[CH:15][C:14]3[CH:18]=[CH:19][CH:20]=[CH:21][C:13]=3[C:12](=[CH:22][C:23]([OH:25])=[O:24])[C:11]=2[CH:10]=[CH:9][CH:8]=1>C1C=CC=CC=1>[CH3:1][O:24][C:23](=[O:25])[CH:22]=[C:12]1[C:11]2[CH:10]=[CH:9][CH:8]=[CH:7][C:17]=2[CH:16]=[CH:15][C:14]2[CH:18]=[CH:19][CH:20]=[CH:21][C:13]1=2. Reported procedure: Oxalyl chloride (2.665 g., 1.79 mL, 0.021 mole) is added to a suspension of (5H dibenzo[a,d]cyclohepten-5-ylidene)acetic acid (5.000 g., 0.020 mole) in dry benzene (70 mL). An exothermic reaction occurs and the solid gradually dissolves. After solution is complete, the mixture is refluxed for one hour, then concentrated in vacuo to give an amber oil which crystallizes on storage at ambient temperature. Absolute methanol (75 mL) is added to the solid acid chloride. The mixture is stirred magnetic...